This data is from the Open Reaction Database (ORD), a public repository of structured organic reaction records. The task is: describe an organic reaction: reactants, conditions, products, and yield Reactants: CC(C)(C)OC(=O)Oc1ccc(N(C(=O)OC(C)(C)C)C2CCN(C(=O)OC(C)(C)C)CC2)nc1, C1CCOC1, CO, [Li+], [OH-], O. Yields the product CC(C)(C)OC(=O)N1CCC(N(C(=O)OC(C)(C)C)c2ccc(O)cn2)CC1. As a reaction SMILES: [C:1]([CH3:2])([CH3:3])([CH3:4])[O:5][C:6](=[O:7])[N:8]1[CH2:9][CH2:10][CH:11]([N:14]([c:15]2[n:16][cH:17][c:18]([O:21][C:22]([O:23][C:24]([CH3:25])([CH3:26])[CH3:27])=[O:28])[cH:19][cH:20]2)[C:29](=[O:30])[O:31][C:32]([CH3:33])([CH3:34])[CH3:35])[CH2:12][CH2:13]1.[CH2:39]1[O:40][CH2:41][CH2:42][CH2:43]1.[CH3:44][OH:45].[Li+:37].[OH-:36].[OH2:38]>>[C:1]([CH3:2])([CH3:3])([CH3:4])[O:5][C:6](=[O:7])[N:8]1[CH2:9][CH2:10][CH:11]([N:14]([c:15]2[n:16][cH:17][c:18]([OH:21])[cH:19][cH:20]2)[C:29](=[O:30])[O:31][C:32]([CH3:33])([CH3:34])[CH3:35])[CH2:12][CH2:13]1.